This data is from the Open Reaction Database (ORD), a public repository of structured organic reaction records. The task is: describe an organic reaction: reactants, conditions, products, and yield Reactants: CN1C(=NC(=C(C1=O)C1=CC(=CC=C1)C(F)(F)F)C1=CC=NC=C1)C#N (3-methyl-4-oxo-6-(4-pyridyl)-5-(3-(trifluoromethyl)-phenyl)-3H-pyrimidine-2-carbonitrile), phenethylene magnesium chloride. The solvent is C1CCOC1 (THF). Conditions: temperature 0 celsius, time 5 minute. The product is CN1C(=NC(=C(C1=O)C1=CC(=CC=C1)C(F)(F)F)C1=CC=NC=C1)CCC1=CC=CC=C1 (3-methyl-2-(2-phenylethyl)-6-(4-pyridyl)-5-(3-(trifluoromethyl)phenyl)-3H-pyrimidin-4-one). As a reaction SMILES: [CH3:1][N:2]1[C:7](=[O:8])[C:6]([C:9]2[CH:14]=[CH:13][CH:12]=[C:11]([C:15]([F:18])([F:17])[F:16])[CH:10]=2)=[C:5]([C:19]2[CH:24]=[CH:23][N:22]=[CH:21][CH:20]=2)[N:4]=[C:3]1[C:25]#N>C1COCC1>[CH3:1][N:2]1[C:7](=[O:8])[C:6]([C:9]2[CH:14]=[CH:13][CH:12]=[C:11]([C:15]([F:17])([F:16])[F:18])[CH:10]=2)=[C:5]([C:19]2[CH:20]=[CH:21][N:22]=[CH:23][CH:24]=2)[N:4]=[C:3]1[CH2:25][CH2:6][C:9]1[CH:14]=[CH:13][CH:12]=[CH:11][CH:10]=1. Procedure details: To a solution of 3-methyl-4-oxo-6-(4-pyridyl)-5-(3-(trifluoromethyl)-phenyl)-3H-pyrimidine-2-carbonitrile (280 mg, 0.79 mmole) in THF (20 mL) was added phenethylene magnesium chloride (1.0M in THF, 1.2 mL) at 0° C. The reaction solution was then stirred at 0° C. for 5 mins. The mixture was partitioned between sat. ammonium chloride and ethyl acetate. The organic layer was separated, dried over sodium sulfate, filtered and concentrated to a syrup. The residue was purified by column chromatography...